This data is from the Open Reaction Database (ORD), a public repository of structured organic reaction records. The task is: describe an organic reaction: reactants, conditions, products, and yield Reactants: NC1=C(C=C(C=C1)C(=O)OC)O (2-amino-5-methoxycarbonylphenol), C(C)(=O)OCC (ethyl acetate), C(O)([O-])=O.[Na+] (sodium hydrogen carbonate), BrC(C(=O)Br)(C)C (2-bromoisobutyryl bromide). Solvent: O (water). Conditions: time 10 minute. Yields the product CC1(OC2=C(NC1=O)C=CC(=C2)C(=O)OC)C (2,2-dimethyl-7-methoxycarbonyl-3-oxo-3,4-dihydro-2H-1,4-benzoxazine). The yield is 78.3%. Reaction SMILES: [NH2:1][C:2]1[CH:7]=[CH:6][C:5]([C:8]([O:10][CH3:11])=[O:9])=[CH:4][C:3]=1[OH:12].C(OCC)(=O)C.C(=O)([O-])O.[Na+].Br[C:25]([CH3:30])([CH3:29])[C:26](Br)=[O:27]>O>[CH3:29][C:25]1([CH3:30])[C:26](=[O:27])[NH:1][C:2]2[CH:7]=[CH:6][C:5]([C:8]([O:10][CH3:11])=[O:9])=[CH:4][C:3]=2[O:12]1 |f:2.3|. Procedure details: To a solution of 2-amino-5-methoxycarbonylphenol [Tetrahedron, 46(15), 5177-5186 (1990)] (9.8 g) in a mixed solvent of ethyl acetate (200 ml) and water (200 ml) were added sodium hydrogen carbonate (7.3 g) and 2-bromoisobutyryl bromide (13.7 g) and the mixture was stirred at room temperature for 10 minutes. The organic layer was separated and the solvent was distilled off under reduced pressure. The resulting residue was dissolved in dimethylformamide (500 ml), to the solution was added potassiu... The reactants are ClCCl, NCc1ccccc1, O=C1CCC2(CC1)OCCO2. Product: c1ccc(CNC2CCC3(CC2)OCCO3)cc1. Reaction SMILES: [Cl:20][CH2:21][Cl:22].[NH2:12][CH2:13][c:14]1[cH:15][cH:16][cH:17][cH:18][cH:19]1.[O:1]1[CH2:2][CH2:3][O:4][C:5]12[CH2:6][CH2:7][C:8](=[O:11])[CH2:9][CH2:10]2>>[O:1]1[CH2:2][CH2:3][O:4][C:5]12[CH2:6][CH2:7][CH:8]([NH:12][CH2:13][c:14]1[cH:15][cH:16][cH:17][cH:18][cH:19]1)[CH2:9][CH2:10]2. Reactants: 12, O1CCCC1 (tetrahydrofuran), ClC=1C=C2N=C(C(=NC2=CC1)NC(CCCC)=O)NC(CCCC)=O (6-chloro-2,3 bis(valeramido)quinoxaline), N1CCCC1 (pyrrolidine). Solvent: O (water). Reaction conditions: time 7 day. Yields the product NC=1C(=NC2=CC=C(C=C2N1)Cl)NC(CCCC)=O (3-Amino-6-chloro-2-valeramidoquinoxaline). As a reaction SMILES: [Cl:1][C:2]1[CH:3]=[C:4]2[C:9](=[CH:10][CH:11]=1)[N:8]=[C:7]([NH:12][C:13](=[O:18])[CH2:14][CH2:15][CH2:16][CH3:17])[C:6]([NH:19]C(=O)CCCC)=[N:5]2.N1CCCC1.O1CCCC1>O>[NH2:19][C:6]1[C:7]([NH:12][C:13](=[O:18])[CH2:14][CH2:15][CH2:16][CH3:17])=[N:8][C:9]2[C:4]([N:5]=1)=[CH:3][C:2]([Cl:1])=[CH:11][CH:10]=2. Procedure: A solution of 12 parts of 6-chloro-2,3 bis(valeramido)quinoxaline and 2.5 parts of pyrrolidine in 220 parts of tetrahydrofuran was permitted to stand at ambient temperature for seven days. The solution was then poured into 750 parts of water and the solid which separated was removed by filtration and washed with water, pressed dry, and washed with hexane. The crude product was dissolved in 108 parts of boiling ethyl acetate and the resulting solution filtered. Upon addition of 100 parts of hexan... Starting materials: C(C)(C)(C)OC(=O)N1C[C@@H](CC1)O (N-(Tert-butoxycarbonyl)-(R)-3-pyrrolidinol), Cl (HCl). The solvent is CO (methanol). Run at time 8 hour. The product is C1(CCCC1)N1C[C@@H](CC1)O ((R)-1-cyclopentyl-pyrrolidin-3-ol), Cl (hydrochloride). As a reaction SMILES: C(O[C:6]([N:8]1[CH2:12][CH2:11][C@@H:10]([OH:13])[CH2:9]1)=O)(C)(C)C.[ClH:14]>CO>[CH:6]1([N:8]2[CH2:12][CH2:11][C@@H:10]([OH:13])[CH2:9]2)[CH2:12][CH2:11][CH2:10][CH2:9]1.[ClH:14]. Procedure: N-(Tert-butoxycarbonyl)-(R)-3-pyrrolidinol (5 g; 26.70 mmol) was diluted in 15 ml of methanol and 5 ml of HCl 37% were added. The reaction mixture was stirred at room temperature overnight, then it was concentrated in vacuo. 2.1 g (17.07 mmol; 63%) of the desired product were obtained as hydrochloride. Reactants: C(=O)(C(F)(F)F)O (TFA), C(=O)(C(F)(F)F)O (TFA), C(C)(C)(C)OC(=O)N1[C@@H]2C[C@@H]2C[C@H]1C1=NC2=C(N1)C=C(C=C2)C2=NC1=CC=C(C=C1N=C2)C2=CC1=C(NC(=N1)[C@H]1N([C@@H]3C[C@@H]3C1)C(=O)OC(C)(C)C)C=C2 (tert-butyl (1R,3S,5R)-3-(5-(2-(2-((1R,3S,5R)-2-(tert-butoxycarbonyl)-2-azabicyclo[3.1.0]hex-3-yl)-1H-benzimidazol-6-yl)-6-quinoxalinyl)-1H-benzimidazol-2-yl)-2-azabicyclo[3.1.0]hexane-2-carboxylate). The solvent is C(Cl)Cl (DCM). Conditions: time 16 hour. Product: C(=O)(C(F)(F)F)O (TFA), [C@@H]12N[C@@H](C[C@H]2C1)C1=NC2=C(N1)C=C(C=C2)C2=NC1=CC=C(C=C1N=C2)C=2C=CC1=C(NC(=N1)[C@H]1N[C@@H]3C[C@@H]3C1)C2 (2,6-bis(2-((1R,3S,5R)-2-azabicyclo[3.1.0]hexan-3-yl)-1H-benzo[d]imidazol-6-yl)quinoxaline). Isolated yield 127.5%. RXN SMILES: [C:1]([OH:7])([C:3]([F:6])([F:5])[F:4])=[O:2].C(OC([N:15]1[C@H:20]([C:21]2[NH:25][C:24]3[CH:26]=[C:27]([C:30]4[CH:39]=[N:38][C:37]5[C:32](=[CH:33][CH:34]=[C:35]([C:40]6[CH:61]=[CH:60][C:43]7[NH:44][C:45]([C@@H:47]8[CH2:52][C@@H:51]9[C@@H:49]([CH2:50]9)[N:48]8C(OC(C)(C)C)=O)=[N:46][C:42]=7[CH:41]=6)[CH:36]=5)[N:31]=4)[CH:28]=[CH:29][C:23]=3[N:22]=2)[CH2:19][C@@H:18]2[C@H:16]1[CH2:17]2)=O)(C)(C)C>C(Cl)Cl>[C:1]([OH:7])([C:3]([F:6])([F:5])[F:4])=[O:2].[C@@H:16]12[CH2:17][C@@H:18]1[CH2:19][C@@H:20]([C:21]1[NH:25][C:24]3[CH:26]=[C:27]([C:30]4[CH:39]=[N:38][C:37]5[C:32](=[CH:33][CH:34]=[C:35]([C:40]6[CH:61]=[CH:60][C:43]7[N:44]=[C:45]([C@@H:47]8[CH2:52][C@@H:51]9[C@@H:49]([CH2:50]9)[NH:48]8)[NH:46][C:42]=7[CH:41]=6)[CH:36]=5)[N:31]=4)[CH:28]=[CH:29][C:23]=3[N:22]=1)[NH:15]2. Procedure: TFA (0.25 mL, 3.24 mmol) was added to a solution of a TFA salt of tert-butyl (1R,3S,5R)-3-(5-(2-(2-((1R,3S,5R)-2-(tert-butoxycarbonyl)-2-azabicyclo[3.1.0]hex-3-yl)-1H-benzimidazol-6-yl)-6-quinoxalinyl)-1H-benzimidazol-2-yl)-2-azabicyclo[3.1.0]hexane-2-carboxylate (65 mg) in DCM (0.5 mL) and the mixture was stirred at rt for 16 h. The volatiles were removed and the residue was triturated with Et2O. The resulting solid was collected via filtration funnel and rinsed with Et2O to yield a TFA salt of... Run in COCCO (glycol monomethyl ether). Reaction SMILES: [I-].[CH2:2]([N:9]=[C:10]([C:12]1[C:17]([C:18](O)=[O:19])=[CH:16][CH:15]=[CH:14][N+:13]=1[CH3:21])[OH:11])[C:3]1[CH:8]=[CH:7][CH:6]=[CH:5][CH:4]=1.[H][H]>COCCO.[Pt]=O>[CH2:2]([N:9]1[C:18](=[O:19])[CH:17]2[CH:12]([N:13]([CH3:21])[CH2:14][CH2:15][CH2:16]2)[C:10]1=[O:11])[C:3]1[CH:8]=[CH:7][CH:6]=[CH:5][CH:4]=1 |f:0.1|. Reactants: [I-].C(C1=CC=CC=C1)N=C(O)C1=[N+](C=CC=C1C(=O)O)C (1-methyl-pyridinium-2,3-dicarboxylic acid N-benzylimide iodide), [H][H] (hydrogen). Reported procedure: 38 g (0.1 mol) of 1-methyl-pyridinium-2,3-dicarboxylic acid N-benzylimide iodide are hydrogenated over 1 g of platinum oxide in 450 ml of glycol monomethyl ether at 30° C. under 70 bar until the uptake of hydrogen has ended (51 hours). The catalyst is then filtered off, the filtrate is concentrated, the residue is taken up in 300 ml of chloroform and the solution is washed 2× with 300 ml of 10% strength sodium carbonate solution each time and with 300 ml of water. After drying over sodium sulpha... The reagents and catalysts are [Pt]=O (platinum oxide). Product: C(C1=CC=CC=C1)N1C(C2N(CCCC2C1=O)C)=O (6-Benzyl-1-methyl-5,7-dioxo-octahydropyrrolo[3,4-b]pyridine). Product: COC1=CC=C(C=C1)C=1N=NSC1C1=CC=CC=C1 (4-(4-Methoxyphenyl)-5-phenyl-1,2,3-thiadiazole). Reaction conditions: temperature 60 celsius, time 3 hour. As a reaction SMILES: C([N:3](C([O-])=O)[N:4]=[C:5]([C:13]1[CH:18]=[CH:17][C:16]([O:19][CH3:20])=[CH:15][CH:14]=1)[CH2:6][C:7]1[CH:12]=[CH:11][CH:10]=[CH:9][CH:8]=1)C.O=[S:25](Cl)Cl>>[CH3:20][O:19][C:16]1[CH:17]=[CH:18][C:13]([C:5]2[N:4]=[N:3][S:25][C:6]=2[C:7]2[CH:12]=[CH:11][CH:10]=[CH:9][CH:8]=2)=[CH:14][CH:15]=1. Procedure: The acylhydrazine 12 (23.4 g, 75.0 mmol) was added to SOCl2 (200 ml) at 0° C. The reaction was warmed to 60° C. and complete (by TLC) after 3 hours. SOCl2 was removed under reduced pressure. The solid residue was dissolved in EtOAc, washed once with 10% aqueous NaOH and brine. The organic layer was dried over MgSO4, and the solvent was removed under reduced pressure. The crude solid was recrystallized from Et2O to afford 10 (13.0 g, 64.6%), m.p. 81.5°-82.5° C. Starting materials: C(C)N(N=C(CC1=CC=CC=C1)C1=CC=C(C=C1)OC)C(=O)[O-] (Ethyl[1-(4-methoxyphenyl)-2-phenylethylidene]hydrazine carboxylate), O=S(Cl)Cl (SOCl2). The yield is 64.6%. The solvent is O (water), Cl (HCl), Cl (hydrochloric acid). Reported procedure: Potassium cyanate (35.4 g, 0.44 mol) was added to a solution of 2-hydroxy-1-(2-pyridyl)butan-1-one (31 g, 0.15 mol) in 250 ml of 2N HCl diluted with 300 ml of water. After 1 hour the acidity was adjusted (pH=1) with concentrated hydrochloric acid and then allowed to stir overnight. The mixture was made basic by addition of aqueous sodium bicarbonate. The resulting gummy precipitate was chromatographed on silica gel and recrystallized twice from 50% aqueous ethanol to give the title compound, m.p... Conditions: time 1 hour. The reactants are [O-]C#N.[K+] (Potassium cyanate), OC(C(=O)C1=NC=CC=C1)CC (2-hydroxy-1-(2-pyridyl)butan-1-one), C([O-])(O)=O.[Na+] (sodium bicarbonate). Yields the product C(C)C1=C(NC(O1)=O)C1=NC=CC=C1 (5-Ethyl-4-(2-pyridyl)-2(3H)-oxazolone). RXN SMILES: [O-:1][C:2]#[N:3].[K+].[OH:5][CH:6]([CH2:15][CH3:16])[C:7]([C:9]1[CH:14]=[CH:13][CH:12]=[CH:11][N:10]=1)=O.C(=O)(O)[O-].[Na+]>Cl.O>[CH2:15]([C:6]1[O:5][C:2](=[O:1])[NH:3][C:7]=1[C:9]1[CH:14]=[CH:13][CH:12]=[CH:11][N:10]=1)[CH3:16] |f:0.1,3.4|.